This data is from the Open Reaction Database (ORD), a public repository of structured organic reaction records. The task is: describe an organic reaction: reactants, conditions, products, and yield Reactants: COc1ccc2nc(CBr)sc2c1, CC(=O)Nc1ccc(O)cc1, CN(C)C=O, [Cl-], [H-], [NH4+], [Na+]. As a reaction SMILES: [Br:14][CH2:15][c:16]1[s:17][c:18]2[c:19]([n:20]1)[cH:21][cH:22][c:23]([O:25][CH3:26])[cH:24]2.[C:3]([CH3:4])(=[O:5])[NH:6][c:7]1[cH:8][cH:9][c:10]([OH:13])[cH:11][cH:12]1.[CH3:29][N:30]([CH3:31])[CH:32]=[O:33].[Cl-:27].[H-:1].[NH4+:28].[Na+:2]>>[C:3]([CH3:4])(=[O:5])[NH:6][c:7]1[cH:8][cH:9][c:10]([O:13][CH2:15][c:16]2[s:17][c:18]3[c:19]([n:20]2)[cH:21][cH:22][c:23]([O:25][CH3:26])[cH:24]3)[cH:11][cH:12]1. Product: COc1ccc2nc(COc3ccc(NC(C)=O)cc3)sc2c1. The reactants are NC1=NC=C(N=C1)Br (2-amino-5-bromopyrazine), C(F)(F)(F)I (CF3I), OO (H2O2). Reagents/catalysts: [CH-]1C=CC=C1.[CH-]1C=CC=C1.[Fe+2] (ferrocene). Run in CS(=O)C (DMSO), CS(=O)C (DMSO), [Cl-].[Na+].O (brine). Reaction conditions: temperature 50 celsius. Product: BrC=1N=C(C(=NC1)N)C(F)(F)F (5-Bromo-3-trifluoromethyl-pyrazin-2-ylamine). Yield: 28.9%. RXN SMILES: [NH2:1][C:2]1[CH:7]=[N:6][C:5]([Br:8])=[CH:4][N:3]=1.[C:9](I)([F:12])([F:11])[F:10].OO>CS(C)=O.[Cl-].[Na+].O.[CH-]1C=CC=C1.[CH-]1C=CC=C1.[Fe+2]>[Br:8][C:5]1[N:6]=[C:7]([C:9]([F:12])([F:11])[F:10])[C:2]([NH2:1])=[N:3][CH:4]=1 |f:4.5.6,7.8.9|. Reported procedure: To a solution of 2-amino-5-bromopyrazine (174 mg, 1 mmol) in DMSO (3 ml) stifling under Ar is added ferrocene (56 mg, 0.3 mmol) and degassed for 5 minutes with Ar. 2 ml of 1N H2SO4 in DMSO is added, followed by CF3I (0.276 ml, 3 mmol) in DMSO (2 ml), giving a slight yellow solution. 0.2 ml of 30% H2O2 is added slowly, causing the reaction to go from yellow to dark green in color. The reaction was heated to 50° C. for 2 hours under Ar. After cooling to room temperature, the reaction mixture is po... The reactants are Cn1cnc(-c2cccc(N)c2)c1-c1cc2c(N)ncnc2s1, Cn1cnc(-c2ccc(N=C(c3ccccc3)c3ccccc3)cc2)c1-c1cc2c(N)ncnc2s1, Cn1cnc(-c2cccc(N=C(c3ccccc3)c3ccccc3)c2)c1-c1cc2c(N)ncnc2s1. Yields the product Cn1cnc(-c2ccc(N)cc2)c1-c1cc2c(N)ncnc2s1. RXN SMILES: [NH2:1][c:2]1[cH:3][c:4](-[c:5]2[n:6][cH:7][n:8]([CH3:9])[c:10]2-[c:11]2[s:12][c:13]3[n:14][cH:15][n:16][c:17]([NH2:18])[c:19]3[cH:20]2)[cH:21][cH:22][cH:23]1.[c:24]1([C:25]([c:26]2[cH:27][cH:28][cH:29][cH:30][cH:31]2)=[N:37][c:38]2[cH:39][cH:40][c:41](-[c:44]3[n:45][cH:46][n:47]([CH3:59])[c:48]3-[c:49]3[cH:50][c:51]4[c:52]([n:53][cH:54][n:55][c:56]4[NH2:57])[s:58]3)[cH:42][cH:43]2)[cH:32][cH:33][cH:34][cH:35][cH:36]1.[c:60]1([C:61](=[N:62][c:63]2[cH:64][c:65](-[c:66]3[n:67][cH:68][n:69]([CH3:70])[c:71]3-[c:72]3[s:73][c:74]4[n:75][cH:76][n:77][c:78]([NH2:79])[c:80]4[cH:81]3)[cH:82][cH:83][cH:84]2)[c:85]2[cH:86][cH:87][cH:88][cH:89][cH:90]2)[cH:91][cH:92][cH:93][cH:94][cH:95]1>>[NH2:37][c:38]1[cH:39][cH:40][c:41](-[c:44]2[n:45][cH:46][n:47]([CH3:59])[c:48]2-[c:49]2[cH:50][c:51]3[c:52]([n:53][cH:54][n:55][c:56]3[NH2:57])[s:58]2)[cH:42][cH:43]1. The reactants are C1=CC=C(C=C1)NC(=O)CC(=O)NC2=CC=CC=C2 (malondianilide), [H-].[Na+] (NaH), C(CC(=O)[O-])(=O)[O-] (malonate), COC(=O)C1=CC2=C(N=C(N=C2)S(=O)(=O)C)S1 (2-methanesulfonyl-thieno[2,3-d]pyrimidine-6-carboxylic acid methyl ester). Solvent: C1CCOC1 (THF), C1CCOC1.CN(C)C=O (THF DMF). Reaction conditions: time 10 minute. Yields the product COC(=O)C1=CC2=C(N=C(N=C2)C(C(NC2=CC=CC=C2)=O)C(NC2=CC=CC=C2)=O)S1 (2-(Bis-phenylcarbamoyl-methyl)-thieno[2,3-d]pyrimidine-6-carboxylic acid methyl ester). As a reaction SMILES: [CH:1]1[CH:6]=[CH:5][C:4]([NH:7][C:8]([CH2:10][C:11]([NH:13][C:14]2[CH:19]=[CH:18][CH:17]=[CH:16][CH:15]=2)=[O:12])=[O:9])=[CH:3][CH:2]=1.[H-].[Na+].C([O-])(=O)CC([O-])=O.[CH3:29][O:30][C:31]([C:33]1[S:45][C:36]2[N:37]=[C:38](S(C)(=O)=O)[N:39]=[CH:40][C:35]=2[CH:34]=1)=[O:32]>C1COCC1.C1COCC1.CN(C=O)C>[CH3:29][O:30][C:31]([C:33]1[S:45][C:36]2[N:37]=[C:38]([CH:10]([C:11](=[O:12])[NH:13][C:14]3[CH:19]=[CH:18][CH:17]=[CH:16][CH:15]=3)[C:8](=[O:9])[NH:7][C:4]3[CH:3]=[CH:2][CH:1]=[CH:6][CH:5]=3)[N:39]=[CH:40][C:35]=2[CH:34]=1)=[O:32] |f:1.2,6.7|. Reported procedure: To a solution of malondianilide (102 mg, 0.40 mmol) in THF (2 mL) was added of NaH (16.3 mg, 60% wt. dispersion in mineral oil, 0.41 mmol). After 10 min, the malonate salt solution was added to a solution of 2-methanesulfonyl-thieno[2,3-d]pyrimidine-6-carboxylic acid methyl ester (100 mg, 0.367 mmol) in THF/DMF (2/0.5 mL). After 1 h, the reaction was quenched with sat. NH4Cl and extracted with EtOAc. The organic layer was washed with brine (1×), dried over MgSO4, filtered, and concentrated. The ... The reactants are CC1=NOC(=C1CN1N=CC(=C1)N1C(NCC1=O)=O)C (3-(1-((3,5-dimethylisoxazol-4-yl)methyl)-1H-pyrazol-4-yl)imidazolidine-2,4-dione), BrCC1=CC(=CC=C1)C (1-(bromomethyl)-3-methylbenzene). The product is CC1=NOC(=C1CN1N=CC(=C1)N1C(N(CC1=O)CC1=CC(=CC=C1)C)=O)C (3-(1-((3,5-dimethylisoxazol-4-yl)methyl)-1H-pyrazol-4-yl)-1-(3-methylbenzyl)imidazolidine-2,4-dione). The yield is 25.0%. RXN SMILES: [CH3:1][C:2]1[C:6]([CH2:7][N:8]2[CH:12]=[C:11]([N:13]3[C:17](=[O:18])[CH2:16][NH:15][C:14]3=[O:19])[CH:10]=[N:9]2)=[C:5]([CH3:20])[O:4][N:3]=1.Br[CH2:22][C:23]1[CH:28]=[CH:27][CH:26]=[C:25]([CH3:29])[CH:24]=1>>[CH3:1][C:2]1[C:6]([CH2:7][N:8]2[CH:12]=[C:11]([N:13]3[C:17](=[O:18])[CH2:16][N:15]([CH2:22][C:23]4[CH:28]=[CH:27][CH:26]=[C:25]([CH3:29])[CH:24]=4)[C:14]3=[O:19])[CH:10]=[N:9]2)=[C:5]([CH3:20])[O:4][N:3]=1. Procedure details: Prepared as in example 10-5 from 3-(1-((3,5-dimethylisoxazol-4-yl)methyl)-1H-pyrazol-4-yl)imidazolidine-2,4-dione (example 10-1) and 1-(bromomethyl)-3-methylbenzene. Yield 25%. MS M+H calculated 380.1; found 380.1. The title compound was shown to inhibit hT2R08 bitter receptor and had an IC50 of 0.02 uM. Starting materials: ClP(OCC)(=O)CCCCC1=CC=CC=C1 (chloro(4-phenylbutyl)phosphinic acid, ethyl ester), NC1C(N(CSCC1)CC(=O)OCC)=O (5-amino-tetrahydro-4-oxo-1,3-thiazepine-3(2H)-acetic acid, ethyl ester). Solvent: C(Cl)Cl (methylene chloride). Product: C(C)OP(=O)(CCCCC1=CC=CC=C1)NC1C(N(CSCC1)CC(=O)OCC)=O (5-[[ethoxy(4-phenylbutyl)phosphinyl]amino]tetrahydro-4-oxo-1,3-thiazepine-3(2H)-acetic acid, ethyl ester). As a reaction SMILES: Cl[P:2]([CH2:7][CH2:8][CH2:9][CH2:10][C:11]1[CH:16]=[CH:15][CH:14]=[CH:13][CH:12]=1)(=[O:6])[O:3][CH2:4][CH3:5].[NH2:17][CH:18]1[CH2:24][CH2:23][S:22][CH2:21][N:20]([CH2:25][C:26]([O:28][CH2:29][CH3:30])=[O:27])[C:19]1=[O:31]>C(Cl)Cl>[CH2:4]([O:3][P:2]([NH:17][CH:18]1[CH2:24][CH2:23][S:22][CH2:21][N:20]([CH2:25][C:26]([O:28][CH2:29][CH3:30])=[O:27])[C:19]1=[O:31])([CH2:7][CH2:8][CH2:9][CH2:10][C:11]1[CH:16]=[CH:15][CH:14]=[CH:13][CH:12]=1)=[O:6])[CH3:5]. Procedure details: A mixture of crude chloro(4-phenylbutyl)phosphinic acid, ethyl ester, dry methylene chloride and 5-amino-tetrahydro-4-oxo-1,3-thiazepine-3(2H)-acetic acid, ethyl ester are reacted as set forth in Example 1(f). Work up of the reaction mixture according to Example 1(f) yields 5-[[ethoxy(4-phenylbutyl)phosphinyl]amino]tetrahydro-4-oxo-1,3-thiazepine-3(2H)-acetic acid, ethyl ester.